From a dataset of the Open Reaction Database (ORD), a public repository of structured organic reaction records. describe an organic reaction: reactants, conditions, products, and yield The reactants are CO, CC(C)CN1C(=O)C(NC(=O)C(F)(F)F)=CC1c1ccccc1. Yields the product CC(C)CN1C(=O)C(NC(=O)C(F)(F)F)CC1c1ccccc1. As a reaction SMILES: [CH3:24][OH:25].[F:1][C:2]([C:3](=[O:4])[NH:5][C:6]1=[CH:10][CH:9]([c:11]2[cH:12][cH:13][cH:14][cH:15][cH:16]2)[N:8]([CH2:17][CH:18]([CH3:19])[CH3:20])[C:7]1=[O:21])([F:22])[F:23]>>[F:1][C:2]([C:3](=[O:4])[NH:5][CH:6]1[C:7](=[O:21])[N:8]([CH2:17][CH:18]([CH3:19])[CH3:20])[CH:9]([c:11]2[cH:12][cH:13][cH:14][cH:15][cH:16]2)[CH2:10]1)([F:22])[F:23]. The reactants are N[C@H]1CC[C@@H](C2=CC=CC=C12)O ((1S,4S)-4-Amino-1,2,3,4-tetrahydro-naphthalen-1-ol), [H-].[Na+] (NaH), N (NH3), FC=1C=CC=2N(C1)C(=NN2)[C@H]2N(CCC2)C (6-Fluoro-3-((S)-1-methyl-pyrrolidin-2-yl)-[1,2,4]triazolo[4,3-a]pyridine). The solvent is CO (MeOH), CN(C)C=O (DMF), O (water), CN(C)C=O (DMF), C(Cl)Cl (DCM). Run at temperature 60 celsius, time 15 minute. Product: CN1[C@@H](CCC1)C1=NN=C2N1C=C(C=C2)O[C@H]2CC[C@@H](C1=CC=CC=C21)N ((1S,4S)-4-[3-((S)-1-Methyl-pyrrolidin-2-yl)-[1,2,4]triazolo[4,3-a]pyridin-6-yloxy]-1,2,3,4-tetrahydro-naphthalen-1-ylamine). Reaction SMILES: [NH2:1][C@@H:2]1[C:11]2[C:6](=[CH:7][CH:8]=[CH:9][CH:10]=2)[C@@H:5]([OH:12])[CH2:4][CH2:3]1.[H-].[Na+].F[C:16]1[CH:17]=[CH:18][C:19]2[N:20]([C:22]([C@@H:25]3[CH2:29][CH2:28][CH2:27][N:26]3[CH3:30])=[N:23][N:24]=2)[CH:21]=1.N>CN(C=O)C.O.CO.C(Cl)Cl>[CH3:30][N:26]1[CH2:27][CH2:28][CH2:29][C@H:25]1[C:22]1[N:20]2[CH:21]=[C:16]([O:12][C@@H:5]3[C:6]4[C:11](=[CH:10][CH:9]=[CH:8][CH:7]=4)[C@@H:2]([NH2:1])[CH2:3][CH2:4]3)[CH:17]=[CH:18][C:19]2=[N:24][N:23]=1 |f:1.2|. Procedure details: A solution of Intermediate B (179 mg, 1.10 mmol) in dry DMF (2.5 mL) was added NaH (60% in mineral oil, 333 mg, 5.00 mmol) at RT and stirred for 15 min. Intermediate 5b (220 mg, 1.00 mmol) in DMF (2.5 mL) was then added and the mixture heated at 60° C. for 1 h. After cooling, the resulting dark brown mixture was diluted with water and extracted with DCM. The combined organics were dried and concentrated in vacuo. The residue was purified by FCC, using 0-10% MeOH in DCM, to give a residue. FCC, u... The reactants are O=C([O-])O, CCN(CC)P(OC(C)(C)C)OC(C)(C)C, CN(C)C=O, CCCN(CCO)CCCOc1cc2ncnc(Nc3cnn(CC(=O)Nc4cccc(F)c4F)c3)c2cc1OC, [Na+], [Na+], [Na+], O, OO, O=S([O-])S(=O)(=O)[O-], c1nnn[nH]1. Yields the product CCCN(CCCOc1cc2ncnc(Nc3cnn(CC(=O)Nc4cccc(F)c4F)c3)c2cc1OC)CCOP(=O)(OC(C)(C)C)OC(C)(C)C. As a reaction SMILES: [C:74](=[O:75])([OH:76])[O-:77].[CH2:1]([N:2]([CH2:3][CH3:15])[P:4]([O:5][C:6]([CH3:7])([CH3:8])[CH3:9])[O:10][C:11]([CH3:12])([CH3:13])[CH3:14])[CH3:16].[CH3:79][N:80]([CH3:81])[CH:82]=[O:83].[F:17][c:18]1[c:19]([NH:25][C:26]([CH2:27][n:28]2[n:29][cH:30][c:31]([NH:33][c:34]3[n:35][cH:36][n:37][c:38]4[cH:39][c:40]([O:46][CH2:47][CH2:48][CH2:49][N:50]([CH2:51][CH2:52][CH3:53])[CH2:54][CH2:55][OH:56])[c:41]([O:44][CH3:45])[cH:42][c:43]34)[cH:32]2)=[O:57])[cH:20][cH:21][cH:22][c:23]1[F:24].[Na+:72].[Na+:73].[Na+:78].[OH2:84].[OH:63][OH:64].[S:65](=[O:66])([S:67]([O-:68])=[O:69])([O-:70])=[O:71].[nH:58]1[cH:59][n:60][n:61][n:62]1>>[P:4]([O:5][C:6]([CH3:7])([CH3:8])[CH3:9])([O:10][C:11]([CH3:12])([CH3:13])[CH3:14])([O:56][CH2:55][CH2:54][N:50]([CH2:49][CH2:48][CH2:47][O:46][c:40]1[cH:39][c:38]2[n:37][cH:36][n:35][c:34]([NH:33][c:31]3[cH:30][n:29][n:28]([CH2:27][C:26]([NH:25][c:19]4[c:18]([F:17])[c:23]([F:24])[cH:22][cH:21][cH:20]4)=[O:57])[cH:32]3)[c:43]2[cH:42][c:41]1[O:44][CH3:45])[CH2:51][CH2:52][CH3:53])=[O:66]. Reactants: COC(=O)c1ccc2[nH]cc(C3=CCN(C)CC3)c2c1, CCOC(C)=O, CN, CCO, CO. The product is CNC(=O)c1ccc2[nH]cc(C3=CCN(C)CC3)c2c1. RXN SMILES: [CH3:1][N:2]1[CH2:3][CH2:4][C:5]([c:8]2[cH:9][nH:10][c:11]3[cH:12][cH:13][c:14]([C:17]([O:19][CH3:18])=[O:20])[cH:15][c:16]23)=[CH:6][CH2:7]1.[CH3:21][CH2:22][O:23][C:24](=[O:25])[CH3:26].[CH3:27][NH2:28].[CH3:29][CH2:30][OH:31].[CH3:32][OH:33]>>[CH3:1][N:2]1[CH2:3][CH2:4][C:5]([c:8]2[cH:9][nH:10][c:11]3[cH:12][cH:13][c:14]([C:17](=[O:19])[NH:28][CH3:27])[cH:15][c:16]23)=[CH:6][CH2:7]1. Starting materials: CCOC(=O)C(CCCCC1CCN(C(=O)OCc2ccccc2)CC1)NC(C)C(=O)OC(C)(C)C, CCOC(C)=O, CCOCC, Cl. Yields the product Cl, CCOC(=O)C(CCCCC1CCN(C(=O)OCc2ccccc2)CC1)NC(C)C(=O)O. As a reaction SMILES: [C:1]([CH3:2])([CH3:3])([CH3:4])[O:5][C:6]([CH:7]([NH:8][CH:9]([CH2:10][CH2:11][CH2:12][CH2:13][CH:14]1[CH2:15][CH2:16][N:17]([C:20](=[O:21])[O:22][CH2:23][c:24]2[cH:25][cH:26][cH:27][cH:28][cH:29]2)[CH2:18][CH2:19]1)[C:30](=[O:31])[O:32][CH2:33][CH3:34])[CH3:35])=[O:36].[C:42]([O:43][CH2:44][CH3:45])(=[O:46])[CH3:47].[CH2:37]([O:38][CH2:39][CH3:40])[CH3:41].[ClH:48]>>[ClH:48].[O:5]=[C:6]([CH:7]([NH:8][CH:9]([CH2:10][CH2:11][CH2:12][CH2:13][CH:14]1[CH2:15][CH2:16][N:17]([C:20](=[O:21])[O:22][CH2:23][c:24]2[cH:25][cH:26][cH:27][cH:28][cH:29]2)[CH2:18][CH2:19]1)[C:30](=[O:31])[O:32][CH2:33][CH3:34])[CH3:35])[OH:36]. Reactants: C(C1=CC=CC=C1)Br (benzyl bromide), resultant mixture, ClC=1C=C2C(=CC1)NC(C21C(NC(C1)=O)=O)=O (5-chloro-1H-spiro[indole-3,3′-pyrrolidine]-2,2′,5′-trione), intermediate 9, CC(C)([O-])C.[K+] (potassium tert-butoxide). Run in O (water), CN(C=O)C (N,N-dimethylformamide). Reaction conditions: time 40 minute. Product: C(C1=CC=CC=C1)N1C(C2(CC1=O)C(NC1=CC=C(C=C12)Cl)=O)=O (1′-benzyl-5-chloro-1H-spiro[indole-3,3′-pyrrolidine]-2,2′,5′-trione). As a reaction SMILES: [Cl:1][C:2]1[CH:3]=[C:4]2[C:10]3([CH2:14][C:13](=[O:15])[NH:12][C:11]3=[O:16])[C:9](=[O:17])[NH:8][C:5]2=[CH:6][CH:7]=1.CC(C)([O-])C.[K+].[CH2:24](Br)[C:25]1[CH:30]=[CH:29][CH:28]=[CH:27][CH:26]=1>CN(C)C=O.O>[CH2:24]([N:12]1[C:13](=[O:15])[CH2:14][C:10]2([C:4]3[C:5](=[CH:6][CH:7]=[C:2]([Cl:1])[CH:3]=3)[NH:8][C:9]2=[O:17])[C:11]1=[O:16])[C:25]1[CH:30]=[CH:29][CH:28]=[CH:27][CH:26]=1 |f:1.2|. Procedure: A stirred solution of the crude 5-chloro-1H-spiro[indole-3,3′-pyrrolidine]-2,2′,5′-trione, intermediate 9 (800 mg, 3.19 mmol) in anhydrous N,N-dimethylformamide (6 ml) was treated with potassium tert-butoxide (377 mg, 3.19 mmol). After stirring at ambient temperature for 40 min, benzyl bromide (0.38 ml, 3.19 mmol) was added. The mixture was stirred for 2 hours and left to stand overnight. The resultant mixture was diluted with water (50 ml) and extracted with ethyl acetate (3×50 ml). The combine... RXN SMILES: BrBr.[Cl:3]Cl.[CH3:5][O:6][C:7](=[O:14])[CH2:8][CH2:9][C:10]([CH2:12]Br)=[O:11]>>[CH3:5][O:6][C:7](=[O:14])[CH2:8][CH2:9][C:10]([CH2:12][Cl:3])=[O:11] |f:0.1|. Reported procedure: In connection with this it is remarkable, that the 5-chlorolevulinic acid methyl ester can be also selectively produced by means of low temperature crystallisation from the chlorination mixture, which you get from the bromination mixture of levulinic acid or levulinic acid methyl ester in methanol and the subsequent bromine/chlorine exchange, in a gentle manner as already described for the 5-bromolevulinic acid methyl ester. As in the case of the 5-bromolevulinic methyl ester you proceed in the ... Product: COC(CCC(=O)CCl)=O (5-chlorolevulinic acid methyl ester). The reactants are BrBr.ClCl (bromine chlorine), COC(CCC(=O)CBr)=O (5-bromolevulinic acid methyl ester), COC(CCC(=O)CBr)=O (5-bromolevulinic methyl ester). The yield is 35.0%. Starting materials: ClC1=NC=C(C(=O)NC2=CC=C(C=C2)OC(F)(F)Cl)C=C1I (6-chloro-N-(4-(chlorodifluoromethoxy)phenyl)-5-iodonicotinamide), FC=1C=NC=C(C1)B(O)O (3-Fluoropyridine-5-boronic acid). The product is ClC1=NC=C(C=C1C=1C=NC=C(C1)F)C(=O)NC1=CC=C(C=C1)OC(F)(F)Cl (2-Chloro-N-(4-(chlorodifluoromethoxy)phenyl)-5′-fluoro-[3,3′-bipyridine]-5-carboxamide). As a reaction SMILES: [Cl:1][C:2]1[C:21](I)=[CH:20][C:5]([C:6]([NH:8][C:9]2[CH:14]=[CH:13][C:12]([O:15][C:16]([Cl:19])([F:18])[F:17])=[CH:11][CH:10]=2)=[O:7])=[CH:4][N:3]=1.[F:23][C:24]1[CH:25]=[N:26][CH:27]=[C:28](B(O)O)[CH:29]=1>>[Cl:1][C:2]1[C:21]([C:28]2[CH:27]=[N:26][CH:25]=[C:24]([F:23])[CH:29]=2)=[CH:20][C:5]([C:6]([NH:8][C:9]2[CH:14]=[CH:13][C:12]([O:15][C:16]([Cl:19])([F:18])[F:17])=[CH:11][CH:10]=2)=[O:7])=[CH:4][N:3]=1. Reported procedure: The title compound was prepared in an analogous fashion to that described in Example 76 using 6-chloro-N-(4-(chlorodifluoromethoxy)phenyl)-5-iodonicotinamide (Stage 76.1) and 3-Fluoropyridine-5-boronic acid pinacolester (80° C. instead of 90° C.) to afford the title compound as a white solid. UPLC-MS (Condition 2)) tR=1.17 min, m/z=425.9/427.9 [M−H]−; 1H-NMR (400 MHz, DMSO-d6) δ ppm 7.42 (d, J=8.68 Hz, 2H) 7.60 (dd, J=7.89, 4.83 Hz, 1H) 7.88 (d, J=9.05 Hz, 2H) 8.07 (dt, J=7.82, 1.90 Hz, 1H) 8.49...